describe an organic reaction: reactants, conditions, products, and yield From a dataset of the Open Reaction Database (ORD), a public repository of structured organic reaction records. Starting materials: P(O)(=O)(OP(=O)(O)OP(=O)(O)O)OC[C@@H]1[C@H]([C@H]([C@@H](O1)N1C=NC=2C(N)=NC=NC12)O)O (ATP), O=C(O)CN(C)C(N)=N (creatine), [Cl-].[Cl-].[Ca+2] (CaCl2), 10, CCCCCCCCCCCCOS(=O)(=O)[O-].[Na+] (SDS), C(CN(CC(=O)O)CC(=O)O)N(CC(=O)O)CC(=O)O (EDTA), C(C(CO)(CO)N)O.Cl (Tris-HCl), 32P UTP, [Mg+2].[Cl-].[Cl-] (MgCl2), P(=O)(O)(O)C(C(=O)O)N(C)C(N)=N (phosphocreatine), P(O)(=O)(OP(=O)(O)OP(=O)(O)O)OC[C@@H]1[C@H]([C@H]([C@@H](O1)N1C=NC=2C(=O)NC(N)=NC12)O)O (GTP). Run in S(=O)(=O)([O-])[O-].[NH4+].[NH4+] (ammonium sulfate). Conditions: time 30 minute. Yields the product RNA, NC(=[NH2+])N.C1(=CC=CC=C1)O.C(Cl)(Cl)Cl (guanidinium phenol chloroform). Reaction SMILES: [Mg+2].[Cl-:2].[Cl-:3].P(C([N:12]([C:14](=[NH:16])[NH2:15])C)C(O)=O)(O)(O)=O.O=C(CN(C(=N)N)C)O.P(OC[C@H]1O[C@@H](N2C3N=CN=C(N)C=3N=C2)[C@H](O)[C@@H]1O)(OP(OP(O)(O)=O)(O)=O)(=O)O.P(O[CH2:70][C@H]1O[C@@H](N2C3N=C(N)NC(=O)C=3N=C2)[C@H](O)[C@@H]1O)(OP(OP(O)(O)=O)(O)=O)(=O)O.[Cl-:89].[Cl-].[Ca+2].CCCCCC[CH2:98][CH2:99][CH2:100][CH2:101][CH2:102][CH2:103][O:104]S([O-])(=O)=O.[Na+].C(N(CC(O)=O)CC(O)=O)CN(CC(O)=O)CC(O)=O.C(O)C(N)(CO)CO.Cl>S([O-])([O-])(=O)=O.[NH4+].[NH4+]>[NH2:15][C:14]([NH2:16])=[NH2+:12].[C:103]1([OH:104])[CH:98]=[CH:99][CH:100]=[CH:101][CH:102]=1.[CH:70]([Cl:89])([Cl:3])[Cl:2] |f:0.1.2,7.8.9,10.11,13.14,15.16.17,18.19.20|. Procedure details: Nuclei were isolated from suspension cultured cells according to the procedure of Lawton and Lamb, Mol. Cell Biol. 7, 335-341 (1987). Isolated nuclei were incubated in 0.1M ammonium sulfate, 4 mM MgCl2, 0.3 mM phosphocreatine, 0.15 mg/ml creatine phosphokinase, 1 U/ml RNasin (Promega), 0.5 mL each ATP, CTP, GTP, and 2 mCi/ml 32P-UTP (3000 Ci/mmol). The standard reaction volume was 30 ml containing 15 ml nuclei. The reaction mixture was incubated 30 minutes at 30° C. Three units RQ1 DNAse (Promeg... Reactants: CC1=CC=C(C=C1)S(=O)(=O)OC[C@H]1COC2=C(O1)C(=C(C=C2)NC(=O)OC)C=O ({(2R)-8-formyl-7-[(methoxycarbonyl)amino]-2,3-dihydro-1,4-benzodioxin-2-yl}methyl 4-methylbenzenesulfonate), ClC=1C=C(C(=O)OO)C=CC1 (m-chloro-peroxybenzoic acid). Run in C(Cl)Cl (methylene chloride), C(Cl)Cl (methylene chloride), CO (methanol). Reaction conditions: time 8 hour. The product is CC1=CC=C(C=C1)S(=O)(=O)OCC1COC2=C(O1)C(=C(C=C2)NC(=O)OC)O ({8-Hydroxy-7-[(methoxycarbonyl)amino]-2,3-dihydro-1.4-benzodioxin-2-yl}methyl 4-methylbenzenesulfonate). Isolated yield 66.0%. Reaction SMILES: [CH3:1][C:2]1[CH:7]=[CH:6][C:5]([S:8]([O:11][CH2:12][C@@H:13]2[O:18][C:17]3[C:19](C=O)=[C:20]([NH:23][C:24]([O:26][CH3:27])=[O:25])[CH:21]=[CH:22][C:16]=3[O:15][CH2:14]2)(=[O:10])=[O:9])=[CH:4][CH:3]=1.ClC1C=C(C=CC=1)C(OO)=[O:35]>C(Cl)Cl.CO>[CH3:1][C:2]1[CH:3]=[CH:4][C:5]([S:8]([O:11][CH2:12][CH:13]2[O:18][C:17]3[C:19]([OH:35])=[C:20]([NH:23][C:24]([O:26][CH3:27])=[O:25])[CH:21]=[CH:22][C:16]=3[O:15][CH2:14]2)(=[O:9])=[O:10])=[CH:6][CH:7]=1. Reported procedure: A solution of {(2R)-8-formyl-7-[(methoxycarbonyl)amino]-2,3-dihydro-1,4-benzodioxin-2-yl}methyl 4-methylbenzenesulfonate (8.46 g, 20.0 mmole) in methylene chloride (250 mL) was added dropwise to a solution of 57-86% m-chloro-peroxybenzoic acid (11.5 g, 40-48 mmole) in methylene chloride (120 mL). The reaction was stirred under nitrogen overnight. After dilution to 300 mL with methylene chloride, the solution was washed with saturated sodium aqueous sodium bicarbonate (2×200 mL) and with brine (1... The product is CC(C[C@H](NC([C@H](CC1=CC=CC=C1)NC(=O)C1=NC=CN=C1)=O)B1OC([C@@H](O1)CC(=O)O)=O)C (2-((S)-2-((R)-3-methyl-1-((S)-3-phenyl-2-(pyrazine-2-carboxamido)propanamido)butyl)-5-oxo-1,3,2-dioxaborolan-4-yl)acetic acid). Starting materials: O1B(OB(OB1[C@H](CC(C)C)NC([C@H](CC1=CC=CC=C1)NC(=O)C1=NC=CN=C1)=O)[C@H](CC(C)C)NC([C@H](CC1=CC=CC=C1)NC(=O)C1=NC=CN=C1)=O)[C@H](CC(C)C)NC([C@H](CC1=CC=CC=C1)NC(=O)C1=NC=CN=C1)=O (N,N′,N″-(boroxin-2,4,6-triyltris{[(1R)-3-methylbutane-1,1-diyl]imino[(2S)-1-oxo-3-phenylpropane-1,2-diyl]})tripyrazine-2-carboxamide), C([C@@H](O)CC(=O)O)(=O)O (L-malic acid). The solvent is C1CCOC1 (THF). RXN SMILES: O1B([C@@H](NC(=O)[C@@H](NC(C2C=NC=CN=2)=O)CC2C=CC=CC=2)CC(C)C)[O:5][B:4]([C@@H:32]([NH:37][C:38](=[O:56])[C@@H:39]([NH:47][C:48]([C:50]2[CH:55]=[N:54][CH:53]=[CH:52][N:51]=2)=[O:49])[CH2:40][C:41]2[CH:46]=[CH:45][CH:44]=[CH:43][CH:42]=2)[CH2:33][CH:34]([CH3:36])[CH3:35])[O:3]B1[C@@H](NC(=O)[C@@H](NC(C1C=NC=CN=1)=O)CC1C=CC=CC=1)CC(C)C.[C:82](O)(=[O:89])[C@H:83]([CH2:85][C:86]([OH:88])=[O:87])O>C1COCC1>[CH3:35][CH:34]([CH3:36])[CH2:33][C@@H:32]([B:4]1[O:5][C@@H:83]([CH2:85][C:86]([OH:88])=[O:87])[C:82](=[O:89])[O:3]1)[NH:37][C:38](=[O:56])[C@@H:39]([NH:47][C:48]([C:50]1[CH:55]=[N:54][CH:53]=[CH:52][N:51]=1)=[O:49])[CH2:40][C:41]1[CH:46]=[CH:45][CH:44]=[CH:43][CH:42]=1. Procedure details: A mixture of N,N′,N″-(boroxin-2,4,6-triyltris{[(1R)-3-methylbutane-1,1-diyl]imino[(2S)-1-oxo-3-phenylpropane-1,2-diyl]})tripyrazine-2-carboxamide (0.500 g, 0.455 mmol) and L-malic acid (213.6 mg, 0.55 mmol) were mixed in THF (5 mL). The mixture was heated to form a solution. The solution was cooled uncontrolled until the internal temperature was about 25° C. White solid precipitated out and the resultant slurry was agitated at ambient temperature for 1 h. The slurry was filtered to collect solid... Run at time 1 hour.